From a dataset of the Open Reaction Database (ORD), a public repository of structured organic reaction records. describe an organic reaction: reactants, conditions, products, and yield Starting materials: BrC1=CC=C(C=C1)C1=C(C(=NO1)C)C(C#C)O (1-[5-(4-Bromo-phenyl)-3-methyl-isoxazol-4-yl]-prop-2-yn-1-ol), O (H2O), N(=[N+]=[N-])CC1=CC=CC=C1 (azidomethyl-benzene), O=C1C(O)=C([O-])[C@H](O1)[C@@H](O)CO.[Na+] (sodium ascorbate). The reagents and catalysts are O.O.O.O.O.S(=O)(=O)([O-])[O-].[Cu+2] (copper(II) sulfate pentahydrate). Solvent: CS(=O)C (DMSO). Conditions: time 8 hour. Product: C(C1=CC=CC=C1)N1N=NC(=C1)C(O)C=1C(=NOC1C1=CC=C(C=C1)Br)C ((1-Benzyl-1H-[1,2,3]triazol-4-yl)-[5-(4-bromo-phenyl)-3-methyl-isoxazol-4-yl]-methanol). RXN SMILES: [Br:1][C:2]1[CH:7]=[CH:6][C:5]([C:8]2[O:12][N:11]=[C:10]([CH3:13])[C:9]=2[CH:14]([OH:17])[C:15]#[CH:16])=[CH:4][CH:3]=1.O.[N:19]([CH2:22][C:23]1[CH:28]=[CH:27][CH:26]=[CH:25][CH:24]=1)=[N+:20]=[N-:21].O=C1O[C@H]([C@H](CO)O)C([O-])=C1O.[Na+]>CS(C)=O.O.O.O.O.O.S([O-])([O-])(=O)=O.[Cu+2]>[CH2:22]([N:19]1[CH:16]=[C:15]([CH:14]([C:9]2[C:10]([CH3:13])=[N:11][O:12][C:8]=2[C:5]2[CH:4]=[CH:3][C:2]([Br:1])=[CH:7][CH:6]=2)[OH:17])[N:21]=[N:20]1)[C:23]1[CH:28]=[CH:27][CH:26]=[CH:25][CH:24]=1 |f:3.4,6.7.8.9.10.11.12|. Procedure: To a solution of 1-[5-(4-Bromo-phenyl)-3-methyl-isoxazol-4-yl]-prop-2-yn-1-ol (Enantiomer A) (0.530 g, 1.81 mmol) in DMSO (4 mL) and H2O (4 mL) was added azidomethyl-benzene (0.242 g, 1.81 mmol), followed by sodium ascorbate (0.036 g, 0.181 mmol) and copper(II) sulfate pentahydrate (0.005 g, 0.018 mmol), and the reaction was stirred overnight. After aqueous workup the crude material was purified by silica gel chromatography (15-100% EtOAc in hexanes) to give the title compound. Reactants: CCOC(=O)c1c(-c2ccc(C(C)(C)C)cc2)c2cc(NCC3CC3)ccc2n1Cc1cccc(OC)c1, Cl. Yields the product COc1cccc(Cn2c(C(=O)O)c(-c3ccc(C(C)(C)C)cc3)c3cc(NCC4CC4)ccc32)c1, Cl. Reaction SMILES: [C:1]([CH3:2])([CH3:3])([CH3:4])[c:5]1[cH:6][cH:7][c:8](-[c:11]2[c:12]([C:34](=[O:35])[O:36][CH2:37][CH3:38])[n:13]([CH2:25][c:26]3[cH:27][c:28]([O:32][CH3:33])[cH:29][cH:30][cH:31]3)[c:14]3[cH:15][cH:16][c:17]([NH:20][CH2:21][CH:22]4[CH2:23][CH2:24]4)[cH:18][c:19]23)[cH:9][cH:10]1.[ClH:39]>>[C:1]([CH3:2])([CH3:3])([CH3:4])[c:5]1[cH:6][cH:7][c:8](-[c:11]2[c:12]([C:34](=[O:35])[OH:36])[n:13]([CH2:25][c:26]3[cH:27][c:28]([O:32][CH3:33])[cH:29][cH:30][cH:31]3)[c:14]3[cH:15][cH:16][c:17]([NH:20][CH2:21][CH:22]4[CH2:23][CH2:24]4)[cH:18][c:19]23)[cH:9][cH:10]1.[ClH:39]. Reactants: C1(=CC=CC=C1)C(=[N+]=[N-])C1=CC=CC=C1 (diphenyldiazomethane), C(=O)C1=CS[C@H]2N(C1C(=O)O)C(C2NC(CC=2SC=CC2)=O)=O (3-formyl-7-(2-thienylacetamido)-2-cephem-4-carboxylic acid). Solvent: O1CCCC1 (tetrahydrofuran), O1CCCC1 (tetrahydrofuran). Reaction conditions: time 2 hour. Yields the product C(=O)C1=CS[C@H]2N(C1C(=O)OC(C1=CC=CC=C1)C1=CC=CC=C1)C(C2NC(CC=2SC=CC2)=O)=O (Benzhydryl 3-formyl-7-(2-thienylacetamido)-2-cephem-4-carboxylate). RXN SMILES: [C:1]1([C:7]([C:10]2[CH:15]=[CH:14][CH:13]=[CH:12][CH:11]=2)=[N+]=[N-])[CH:6]=[CH:5][CH:4]=[CH:3][CH:2]=1.[CH:16]([C:18]1[CH:23]([C:24]([OH:26])=[O:25])[N:22]2[C:27](=[O:38])[CH:28]([NH:29][C:30](=[O:37])[CH2:31][C:32]3[S:33][CH:34]=[CH:35][CH:36]=3)[C@H:21]2[S:20][CH:19]=1)=[O:17]>O1CCCC1>[CH:16]([C:18]1[CH:23]([C:24]([O:26][CH:7]([C:10]2[CH:15]=[CH:14][CH:13]=[CH:12][CH:11]=2)[C:1]2[CH:6]=[CH:5][CH:4]=[CH:3][CH:2]=2)=[O:25])[N:22]2[C:27](=[O:38])[CH:28]([NH:29][C:30](=[O:37])[CH2:31][C:32]3[S:33][CH:34]=[CH:35][CH:36]=3)[C@H:21]2[S:20][CH:19]=1)=[O:17]. Procedure details: A solution of diphenyldiazomethane (0.213 g, 1.1 mmol) in dry tetrahydrofuran (2 ml) was added dropwise with stirring to the 3-formyl-7-(2-thienylacetamido)-2-cephem-4-carboxylic acid (0.352 g., 1 mmol) in dry tetrahydrofuran (10 ml) at 40°. The reagent was allowed to completely react as noted by the color changes between each addition. The reaction was stirred at 40° for 2 hours after the addition was completed and then the solvent was removed in vacuo. The residual oil was dissolved in chlorof... The reactants are FC(COCC=1C=C(C=CC1C)[N+](=O)[O-])(C(F)(F)F)F (3-(2,2,3,3,3-pentafluoropropoxy)methyl-4-methyl-1-nitrobenzene), O.NN (hydrazine hydrate). The reagents and catalysts are [Pd] (Pd-C). Run in C(C)O (ethanol). The product is FC(COCC=1C=C(N)C=CC1C)(C(F)(F)F)F (3-(2,2,3,3,3-pentafluoropropoxy)methyl-4-methylaniline). The yield is 92.7%. Reaction SMILES: [F:1][C:2]([F:20])([C:16]([F:19])([F:18])[F:17])[CH2:3][O:4][CH2:5][C:6]1[CH:7]=[C:8]([N+:13]([O-])=O)[CH:9]=[CH:10][C:11]=1[CH3:12].O.NN>C(O)C.[Pd]>[F:1][C:2]([F:20])([C:16]([F:17])([F:19])[F:18])[CH2:3][O:4][CH2:5][C:6]1[CH:7]=[C:8]([CH:9]=[CH:10][C:11]=1[CH3:12])[NH2:13] |f:1.2|. Reported procedure: In 40 ml of ethanol, 7.30 g (0.0244 mol) of the nitro compound obtained in Example 1 was dissolved. The solution was added with 0.1 g of 10% Pd-C and 3.66 g (0.073 mol) of hydrazine hydrate and refluxed on a hot water bath for one hour. After allowed to cool by itself, the solution was passed through a Celite layer to filter out the catalyst and then washed with ethanol. The filtrate was concentrated, dissolved in dichloromethane, washed with water, a saturated sodium bicarbonate aqueous solutio... The reactants are CC(=O)O[BH-](OC(C)=O)OC(C)=O, CN(C)C1(c2ccccc2)CCC(C=O)CC1, ClCCCl, Cl, NCCc1c[nH]c2ccccc12, [Na+], O. Yields the product CN(C)C1(c2ccccc2)CCC(CNCCc2c[nH]c3ccccc23)CC1. As a reaction SMILES: [C:30]([O:31][BH-:32]([O:33][C:34](=[O:35])[CH3:36])[O:37][C:38](=[O:39])[CH3:40])(=[O:41])[CH3:42].[CH3:13][N:14]([C:15]1([c:23]2[cH:24][cH:25][cH:26][cH:27][cH:28]2)[CH2:16][CH2:17][CH:18]([CH:21]=[O:22])[CH2:19][CH2:20]1)[CH3:29].[Cl:46][CH2:47][CH2:48][Cl:49].[ClH:44].[NH2:1][CH2:2][CH2:3][c:4]1[cH:5][nH:6][c:7]2[cH:8][cH:9][cH:10][cH:11][c:12]12.[Na+:43].[OH2:45]>>[NH:1]([CH2:2][CH2:3][c:4]1[cH:5][nH:6][c:7]2[cH:8][cH:9][cH:10][cH:11][c:12]12)[CH2:21][CH:18]1[CH2:17][CH2:16][C:15]([N:14]([CH3:13])[CH3:29])([c:23]2[cH:24][cH:25][cH:26][cH:27][cH:28]2)[CH2:20][CH2:19]1.